From a dataset of the Open Reaction Database (ORD), a public repository of structured organic reaction records. describe an organic reaction: reactants, conditions, products, and yield The reactants are C=Cc1nc(OCC)n(Cc2ccc(-c3ccccc3C(=O)OC(C)(C)C)cc2F)c1C=O, NO, O, c1ccncc1. Product: C=Cc1nc(OCC)n(Cc2ccc(-c3ccccc3C(=O)OC(C)(C)C)cc2F)c1C=NO. As a reaction SMILES: [C:1]([CH3:2])([CH3:3])([CH3:4])[O:5][C:6](=[O:7])[c:8]1[c:9](-[c:14]2[cH:15][c:16]([F:33])[c:17]([CH2:20][n:21]3[c:22]([O:30][CH2:31][CH3:32])[n:23][c:24]([CH:28]=[CH2:29])[c:25]3[CH:26]=[O:27])[cH:18][cH:19]2)[cH:10][cH:11][cH:12][cH:13]1.[NH2:34][OH:35].[OH2:42].[cH:36]1[cH:37][cH:38][n:39][cH:40][cH:41]1>>[C:1]([CH3:2])([CH3:3])([CH3:4])[O:5][C:6](=[O:7])[c:8]1[c:9](-[c:14]2[cH:15][c:16]([F:33])[c:17]([CH2:20][n:21]3[c:22]([O:30][CH2:31][CH3:32])[n:23][c:24]([CH:28]=[CH2:29])[c:25]3[CH:26]=[N:34][OH:35])[cH:18][cH:19]2)[cH:10][cH:11][cH:12][cH:13]1. The reactants are C(=O)C1=C2CCC(C2=CC=C1)NC(CC(C1=CC=CC=C1)NS(=O)(=O)C1=CC2=CC=CC=C2C=C1)=O (N-(4-formyl-indan-1-yl)-3-(naphthalen-2-yl-sulfonylamino)-3-phenyl-propionamide), N1CCCCC1 (piperidine). The product is C1=C(C=CC2=CC=CC=C12)S(=O)(=O)NC(CC(=O)NC1CCC2=C(C=CC=C12)CN1CCCCC1)C1=CC=CC=C1 (3-(Naphthalen-2-yl-sulfonylamino)-3-phenyl-N-(4-piperidin-1-ylmethyl-indan-1-yl)-propionamide). Reaction SMILES: [CH:1]([C:3]1[CH:11]=[CH:10][CH:9]=[C:8]2[C:4]=1[CH2:5][CH2:6][CH:7]2[NH:12][C:13](=[O:36])[CH2:14][CH:15]([NH:22][S:23]([C:26]1[CH:35]=[CH:34][C:33]2[C:28](=[CH:29][CH:30]=[CH:31][CH:32]=2)[CH:27]=1)(=[O:25])=[O:24])[C:16]1[CH:21]=[CH:20][CH:19]=[CH:18][CH:17]=1)=O.[NH:37]1[CH2:42][CH2:41][CH2:40][CH2:39][CH2:38]1>>[CH:27]1[C:28]2[C:33](=[CH:32][CH:31]=[CH:30][CH:29]=2)[CH:34]=[CH:35][C:26]=1[S:23]([NH:22][CH:15]([C:16]1[CH:21]=[CH:20][CH:19]=[CH:18][CH:17]=1)[CH2:14][C:13]([NH:12][CH:7]1[C:8]2[C:4](=[C:3]([CH2:1][N:37]3[CH2:42][CH2:41][CH2:40][CH2:39][CH2:38]3)[CH:11]=[CH:10][CH:9]=2)[CH2:5][CH2:6]1)=[O:36])(=[O:24])=[O:25]. Procedure: 3-(Naphthalen-2-yl-sulfonylamino)-3-phenyl-N-(4-piperidin-1-ylmethyl-indan-1-yl)-propionamide was prepared from N-(4-formyl-indan-1-yl)-3-(naphthalen-2-yl-sulfonylamino)-3-phenyl-propionamide Example 4, Step G and piperidine, using essentially the same procedure described in Example 1, Step H, yielding a white solid. MS (ESI) m/z 568 (M+H)+. Starting materials: OCCN1C(CC(CC1(C)C)O)(C)C (1-(2-hydroxyethyl)-2,2,6,6-tetramethyl-4-piperidinol), CC1(CC(=O)CC(N1)(C)C)C (triacetoneamine), CC1(CC(=O)CC(N1)(C)C)C (triacetoneamine). Solvent: O (water), O (water). The product is CC1(NC(CC(C1)O)(C)C)C (2,2,6,6-tetramethyl-4-piperidinol). As a reaction SMILES: OCC[N:4]1[C:9]([CH3:11])([CH3:10])[CH2:8][CH:7]([OH:12])[CH2:6][C:5]1([CH3:14])[CH3:13].CC1(C)NC(C)(C)CC(=O)C1>O>[CH3:13][C:5]1([CH3:14])[CH2:6][CH:7]([OH:12])[CH2:8][C:9]([CH3:11])([CH3:10])[NH:4]1. Procedure details: Accordingly, the invention relates to a process for the preparation of 1-(2-hydroxyethyl)-2,2,6,6-tetramethyl-4-piperidinol from triacetoneamine, which comprises reducing triacetoneamine in a manner known per se by catalytic hydrogenation in water or in a polar organic solvent or in a mixture thereof with water, to give 2,2,6,6-tetramethyl-4-piperidinol, adding a catalytic amount of an inorganic or organic acid to the solution of 2,2,6,6-tetramethyl-4-piperidinol as obtained or after concentrati... Reactants: Oc1ccccc1Br, O=C([O-])[O-], FC(F)(F)CI, [K+], [K+], CN(C)C=O, O. Product: FC(F)(F)COc1ccccc1Br. As a reaction SMILES: [Br:1][c:2]1[c:3]([OH:8])[cH:4][cH:5][cH:6][cH:7]1.[C:15](=[O:16])([O-:17])[O-:18].[F:9][C:10]([CH2:11][I:12])([F:13])[F:14].[K+:19].[K+:20].[O:21]=[CH:22][N:23]([CH3:24])[CH3:25].[OH2:26]>>[Br:1][c:2]1[c:3]([O:8][CH2:11][C:10]([F:9])([F:13])[F:14])[cH:4][cH:5][cH:6][cH:7]1. Reactants: ClCCl, Cn1ncnc1-c1ccc(F)cc1CO, O=[Mn]=O. Yields the product Cn1ncnc1-c1ccc(F)cc1C=O. RXN SMILES: [Cl:16][CH2:17][Cl:18].[F:1][c:2]1[cH:3][cH:4][c:5](-[c:10]2[n:11]([CH3:15])[n:12][cH:13][n:14]2)[c:6]([CH2:8][OH:9])[cH:7]1.[O:19]=[Mn:20]=[O:21]>>[F:1][c:2]1[cH:3][cH:4][c:5](-[c:10]2[n:11]([CH3:15])[n:12][cH:13][n:14]2)[c:6]([CH:8]=[O:9])[cH:7]1. Procedure: A solution of 2-tert-butyl-1,1-dioxo-6-propyloxy-1,2-dihydro-1λ6 -benzo[d]isothiazol-3-one (0.346 g, 1.165 mmol) in trifluoroacetic acid (10 mL) was refluxed for 48 hours. NMR of the reaction mixture revealed quantitative deprotection. The mixture was concentrated in vacuo and crystallized from methylene chloride, methanol and hexane, to afford the required product (0.130 g, 46%); Yields the product O=S1(NC(C2=C1C=C(C=C2)OCCC)=O)=O (1,1-Dioxo-6-propyloxy-1,2-dihydro-1λ6 -benzo[d]isothiazol-3-one). Isolated yield 46.3%. Reaction SMILES: C([N:5]1[C:9](=[O:10])[C:8]2[CH:11]=[CH:12][C:13]([O:15][CH2:16][CH2:17][CH3:18])=[CH:14][C:7]=2[S:6]1(=[O:20])=[O:19])(C)(C)C>FC(F)(F)C(O)=O>[O:19]=[S:6]1(=[O:20])[C:7]2[CH:14]=[C:13]([O:15][CH2:16][CH2:17][CH3:18])[CH:12]=[CH:11][C:8]=2[C:9](=[O:10])[NH:5]1. Starting materials: C(C)(C)(C)N1S(C2=C(C1=O)C=CC(=C2)OCCC)(=O)=O (2-tert-butyl-1,1-dioxo-6-propyloxy-1,2-dihydro-1λ6 -benzo[d]isothiazol-3-one). Solvent: FC(C(=O)O)(F)F (trifluoroacetic acid). The reactants are O1CCC2=C1C(=CC=C2)C2CN(CCC1=C2C=C(C(=C1)[N+](=O)[O-])O)C ((+)-5-(2,3-dihydrobenzofuran-7-yl)-3-methyl-8-nitro-2,3,4,5-tetrahydro-1H-3-benzazepin-7-ol), potassium tert-butylate, COCCl (Chloromethyl methyl ether). Run in O1CCCC1 (tetrahydrofuran). Conditions: time 22 hour. Yields the product O1CCC2=C1C(=CC=C2)C2CN(CCC1=C2C=C(C(=C1)[N+](=O)[O-])OCOC)C ((+)-5-(2,3-dihydrobenzofuran-7-yl)-7-methoxymethyloxy-3-methyl-8-nitro-2,3,4,5-tetrahydro-1H-3-benzazepine). RXN SMILES: [O:1]1[C:5]2[C:6]([CH:10]3[C:16]4[CH:17]=[C:18]([OH:24])[C:19]([N+:21]([O-:23])=[O:22])=[CH:20][C:15]=4[CH2:14][CH2:13][N:12]([CH3:25])[CH2:11]3)=[CH:7][CH:8]=[CH:9][C:4]=2[CH2:3][CH2:2]1.[CH3:26][O:27][CH2:28]Cl>O1CCCC1>[O:1]1[C:5]2[C:6]([CH:10]3[C:16]4[CH:17]=[C:18]([O:24][CH2:26][O:27][CH3:28])[C:19]([N+:21]([O-:23])=[O:22])=[CH:20][C:15]=4[CH2:14][CH2:13][N:12]([CH3:25])[CH2:11]3)=[CH:7][CH:8]=[CH:9][C:4]=2[CH2:3][CH2:2]1. Procedure details: (+)-5-(2,3-dihydrobenzofuran-7-yl)-3-methyl-8-nitro-2,3,4,5-tetrahydro-1H-3-benzazepin-7-ol (68.0 mg, 2.0 mmol) and potassium-tert-butylate (24.0 mg, 2.2 mmol) are dissolved in dry tetrahydrofuran (10 ml) at 23° C. Chloromethyl methyl ether (20.0 mg, 2.5 mmol) is added. The reaction mixture is stirred for 22 hours, filtered and the filtrate evaporated to dryness under reduced pressure. The resulting light yellow oil is purified using reverse phase HPLC (column 16 mm×250 mm, C18 7μ; eluent acetic... Reactants: CCCCCC, O=[N+]([O-])c1cc(OC(F)(F)C(F)F)cc(Cl)c1Cl, [Cs+], [F-], O, O=S1(=O)CCCC1. Product: O=[N+]([O-])c1cc(OC(F)(F)C(F)F)cc(Cl)c1F. Reaction SMILES: [CH3:28][CH2:29][CH2:30][CH2:31][CH2:32][CH3:33].[Cl:1][c:2]1[cH:3][c:4]([O:12][C:13]([CH:14]([F:15])[F:16])([F:17])[F:18])[cH:5][c:6]([N+:9](=[O:10])[O-:11])[c:7]1[Cl:8].[Cs+:20].[F-:19].[OH2:34].[S:21]1(=[O:26])(=[O:27])[CH2:22][CH2:23][CH2:24][CH2:25]1>>[Cl:1][c:2]1[cH:3][c:4]([O:12][C:13]([CH:14]([F:15])[F:16])([F:17])[F:18])[cH:5][c:6]([N+:9](=[O:10])[O-:11])[c:7]1[F:19].